From a dataset of the Open Reaction Database (ORD), a public repository of structured organic reaction records. describe an organic reaction: reactants, conditions, products, and yield The reactants are O1COC2=C1C=CC(=C2)C=O (Benzo[1,3]dioxole-5-carbaldehyde), BrC1=CC2=C(OCO2)C=C1 (5-bromobenzo[1,3]dioxole), C(CCC)[Li] (n-butyl lithium), O1CCOC2=C1C=CC(=C2)C(O)C2=CC(=CC(=C2)OC)OC ((2,3-dihydrobenzo[1,4]dioxin-6-yl)-(3,5-dimethoxyphenyl)methanol). The product is O1COC2=C1C=CC(=C2)C(O)C2=CC1=C(OCO1)C=C2 (bis-benzo[1,3]dioxol-5-yl-methanol). Yield: 82.6%. As a reaction SMILES: [O:1]1[C:5]2[CH:6]=[CH:7][C:8]([CH:10]=[O:11])=[CH:9][C:4]=2[O:3][CH2:2]1.Br[C:13]1[CH:21]=[CH:20][C:16]2[O:17][CH2:18][O:19][C:15]=2[CH:14]=1.C([Li])CCC.O1C2C=CC(C(C3C=C(OC)C=C(OC)C=3)O)=CC=2OCC1>>[O:1]1[C:5]2[CH:6]=[CH:7][C:8]([CH:10]([C:13]3[CH:21]=[CH:20][C:16]4[O:17][CH2:18][O:19][C:15]=4[CH:14]=3)[OH:11])=[CH:9][C:4]=2[O:3][CH2:2]1. Reported procedure: Benzo[1,3]dioxole-5-carbaldehyde (1.80 g, 11.96 mmol), 5-bromobenzo[1,3]dioxole (2.65 g, 13.16 mmol), and n-butyl lithium (5.26 ml, 13.16 mmol) were treated in the same manner as described above for the synthesis of (2,3-dihydrobenzo[1,4]dioxin-6-yl)-(3,5-dimethoxyphenyl)methanol. The crude material was purified via flash column chromatography (5% EtOAc in hexane gradient to 40% EtOAc in hexane in about 40 min.) to give bis-benzo[1,3]dioxol-5-yl-methanol as a light brown oil (2.69 g, 83%): 1HNMR... Run at temperature 10 celsius. RXN SMILES: Cl.C[O:3][C:4]1[CH:9]=[CH:8][C:7]([N:10]([C:12]2[C:21]3[C:16](=[CH:17][CH:18]=[CH:19][CH:20]=3)[N:15]=[C:14]([CH3:22])[N:13]=2)[CH3:11])=[CH:6][CH:5]=1.B(Br)(Br)Br>ClCCl>[OH:3][C:4]1[CH:9]=[CH:8][C:7]([N:10]([C:12]2[C:21]3[C:16](=[CH:17][CH:18]=[CH:19][CH:20]=3)[N:15]=[C:14]([CH3:22])[N:13]=2)[CH3:11])=[CH:6][CH:5]=1 |f:0.1|. The product is OC1=CC=C(C=C1)N(C)C1=NC(=NC2=CC=CC=C12)C ((4-Hydroxy-phenyl)-(2-methyl-quinazolin-4-yl)-methyl-amine). Run in ClCCl (dichloromethane). Procedure details: To a solution of (4-methoxy-phenyl)-(2-methyl-quinazolin-4-yl)-methyl-amine hydrochloride salt (106 mg, 0.336 mmol) in dichloromethane (10 mL) at −78° C. was added slowly boron tribromide (1M in CH2Cl2, 0.75 mL) under argon. The cold bath was removed and the reaction mixture was allowed to warm up slowly to 10° C. in 1.5 h. The reaction mixture was quenched with water (10 mL), basified with 2N NaOH to pH=10, and extracted with EtOAc (2×25 mL). The EtOAc extracts were dried and evaporated to give... The reactants are Cl.COC1=CC=C(C=C1)N(C)C1=NC(=NC2=CC=CC=C12)C ((4-methoxy-phenyl)-(2-methyl-quinazolin-4-yl)-methyl-amine hydrochloride salt), B(Br)(Br)Br (boron tribromide). Starting materials: CC(C)(C)OC(=O)N1CCC(OS(C)(=O)=O)CC1, O=C([O-])[O-], Sc1ccccc1Cl, [Cs+], [Cs+], CN(C)C=O, O. Product: CC(C)(C)OC(=O)N1CCC(Sc2ccccc2Cl)CC1. RXN SMILES: [C:15]([CH3:16])([CH3:17])([CH3:18])[O:19][C:20](=[O:21])[N:22]1[CH2:23][CH2:24][CH:25]([O:28][S:29]([CH3:30])(=[O:31])=[O:32])[CH2:26][CH2:27]1.[C:9](=[O:10])([O-:11])[O-:12].[Cl:1][c:2]1[c:3]([SH:8])[cH:4][cH:5][cH:6][cH:7]1.[Cs+:13].[Cs+:14].[O:33]=[CH:34][N:35]([CH3:36])[CH3:37].[OH2:38]>>[Cl:1][c:2]1[c:3]([S:8][CH:25]2[CH2:24][CH2:23][N:22]([C:20]([O:19][C:15]([CH3:16])([CH3:17])[CH3:18])=[O:21])[CH2:27][CH2:26]2)[cH:4][cH:5][cH:6][cH:7]1. The reactants are CON=C(CC1=C(C=C(C=C1)Cl)Cl)CF (1-(2,4-dichloro-phenyl)-3-fluoro-propan-2-one O-methyl-oxime), C(#N)[BH3-].[Na+] (sodium cyanoborohydride). The solvent is C(C)(=O)O (acetic acid). Run at temperature 23 celsius, time 18 hour. The product is ClC1=C(C=CC(=C1)Cl)CC(CF)NOC (N-[2-(2,4-dichlorophenyl)-1-fluoromethyl-ethyl]-O-methyl-hydroxylamine). The yield is 76.5%. As a reaction SMILES: [CH3:1][O:2][N:3]=[C:4]([CH2:14][F:15])[CH2:5][C:6]1[CH:11]=[CH:10][C:9]([Cl:12])=[CH:8][C:7]=1[Cl:13].C([BH3-])#N.[Na+]>C(O)(=O)C>[Cl:13][C:7]1[CH:8]=[C:9]([Cl:12])[CH:10]=[CH:11][C:6]=1[CH2:5][CH:4]([NH:3][O:2][CH3:1])[CH2:14][F:15] |f:1.2|. Reported procedure: To a stirred solution of 1-(2,4-dichloro-phenyl)-3-fluoro-propan-2-one O-methyl-oxime (0.36 g; 1.4 mmol) in acetic acid (2.8 ml) was added portionwise sodium cyanoborohydride 95% (0.18 g; 2.8 mmol). The mixture was stirred for 18 hours at 23° C. Most of acetic acid was removed under reduced pressure. The residue was poured in water (10 ml) and was extracted with dichloromethane (3×10 ml). Combined organics were dried over sodium sulfate and solvent was removed in vacuo. The crude was subject to ...